The task is: describe an organic reaction: reactants, conditions, products, and yield. This data is from the Open Reaction Database (ORD), a public repository of structured organic reaction records. The reactants are N1(CCCC1)CCOC1=CC=C(C=C1)NC1=NN2C(C=CC=C2C=2C=C(C(=O)O)C=CC2)=N1 (3-{2-[4-(2-pyrrolidin-1-yl-ethoxy)-phenylamino]-[1,2,4]triazolo[1,5-a]pyridin-5-yl}-benzoic acid), ClC1=CC=C(CN)C=C1 (4-chlorobenzylamine), C(CCl)Cl (EDC), C(C)(C)N(CC)C(C)C (di-isopropylethylamine), C=1C=CC2=C(C1)N=NN2O (HOBt). Reaction conditions: time 8 hour. The product is ClC1=CC=C(CNC(C2=CC(=CC=C2)C2=CC=CC=3N2N=C(N3)NC3=CC=C(C=C3)OCCN3CCCC3)=O)C=C1 (N-(4-Chloro-benzyl)-3-{2-[4-(2-pyrrolidin-1-yl-ethoxy)-phenylamino]-[1,2,4]triazolo[1,5-a]pyridin-5-yl}-benzamide). RXN SMILES: [N:1]1([CH2:6][CH2:7][O:8][C:9]2[CH:14]=[CH:13][C:12]([NH:15][C:16]3[N:33]=[C:19]4[CH:20]=[CH:21][CH:22]=[C:23]([C:24]5[CH:25]=[C:26]([CH:30]=[CH:31][CH:32]=5)[C:27](O)=[O:28])[N:18]4[N:17]=3)=[CH:11][CH:10]=2)[CH2:5][CH2:4][CH2:3][CH2:2]1.[Cl:34][C:35]1[CH:42]=[CH:41][C:38]([CH2:39][NH2:40])=[CH:37][CH:36]=1.C(Cl)CCl.C(N(C(C)C)CC)(C)C.C1C=CC2N(O)N=NC=2C=1>>[Cl:34][C:35]1[CH:42]=[CH:41][C:38]([CH2:39][NH:40][C:27](=[O:28])[C:26]2[CH:30]=[CH:31][CH:32]=[C:24]([C:23]3[N:18]4[N:17]=[C:16]([NH:15][C:12]5[CH:13]=[CH:14][C:9]([O:8][CH2:7][CH2:6][N:1]6[CH2:2][CH2:3][CH2:4][CH2:5]6)=[CH:10][CH:11]=5)[N:33]=[C:19]4[CH:20]=[CH:21][CH:22]=3)[CH:25]=2)=[CH:37][CH:36]=1. Procedure details: To a stirred solution of 3-{2-[4-(2-pyrrolidin-1-yl-ethoxy)-phenylamino]-[1,2,4]triazolo[1,5-a]pyridin-5-yl}-benzoic acid (50 mg, 0.113 mmol), 4-chlorobenzylamine (27.5 μL, 0.226 mmol), EDC (44 mg, 0.226 mmol) and di-isopropylethylamine (98.5 μL, 0.564 mmol) was added HOBt (31 mg, 0.226 mmol). The mixture was stirred overnight at room temperature, and the desired product purified by preparatory HPLC. RT: 4.63 min, MI: 567.31, Method: basic. 1H NMR (DMSO, 300 MHz): 9.43 (s, 1H), 9.22 (t, 1H), 8.5... Starting materials: C(C(C)C)(=O)OC(C(C)C)=O (isobutanoic anhydride), C=1(C(=CC=CC1)C)C (xylene). Yields the product title compound, C(C(C)C)(=O)OC1=C[C@@H](CCCCCCCCCCCC1)C ((R)-3-methyl-1-cyclopentadecenyl isobutyrate). Isolated yield 81.0%. Reaction SMILES: [C:1]([O:6][C:7](=[O:11])[CH:8]([CH3:10])[CH3:9])(=O)[CH:2]([CH3:4])C.[C:12]1([CH3:19])[C:13]([CH3:18])=[CH:14][CH:15]=[CH:16][CH:17]=1>>[C:7]([O:6][C:1]1[CH2:2][CH2:4][CH2:19][CH2:12][CH2:17][CH2:16][CH2:15][CH2:14][CH2:13][CH2:18][CH2:16][CH2:17][C@@H:12]([CH3:19])[CH:13]=1)(=[O:11])[CH:8]([CH3:9])[CH3:10]. Procedure details: A crude product was prepared under the same condition as that in Example 6 except that isobutanoic anhydride was used instead of n-butanoic anhydride and xylene was used in an amount of 14 g, and was purified and isolated by silica gel column chromatography to give 2.5 g (8.14 mmol) of the title compound (R)-3-methyl-1-cyclopentadecenyl isobutyrate (yield: 81%). Gas chromatographic analysis thereof gave E/Z=1.4/98.6. The reactants are C(CCC)OC1=C(C(C1=O)=O)NCCCOC1=CC(=CC=C1)CN1CCCCC1 (1-Butoxy-2-[3-(3-piperidinomethylphenoxy)propylamino]-1-cyclobutene-3,4-dione), [OH-].[NH4+] (ammonium hydroxide), O (Water). Solvent: CO (methanol). Reaction conditions: time 41 hour. Yields the product NC1=C(C(C1=O)=O)NCCCOC1=CC(=CC=C1)CN1CCCCC1 (1-Amino-2-[3-(3-piperidinomethylphenoxy)propylamino]-1-cyclobutene-3,4-dione). The yield is 77.0%. Reaction SMILES: C([O:5][C:6]1[C:9](=[O:10])[C:8](=O)[C:7]=1[NH:12][CH2:13][CH2:14][CH2:15][O:16][C:17]1[CH:22]=[CH:21][CH:20]=[C:19]([CH2:23][N:24]2[CH2:29][CH2:28][CH2:27][CH2:26][CH2:25]2)[CH:18]=1)CCC.[OH-].[NH4+:31].O>CO>[NH2:31][C:8]1[C:9](=[O:10])[C:6](=[O:5])[C:7]=1[NH:12][CH2:13][CH2:14][CH2:15][O:16][C:17]1[CH:22]=[CH:21][CH:20]=[C:19]([CH2:23][N:24]2[CH2:29][CH2:28][CH2:27][CH2:26][CH2:25]2)[CH:18]=1 |f:1.2|. Procedure details: To a solution of 1-butoxy-2-[3-(3-piperidinomethylphenoxy)propylamino]-1-cyclobutene-3,4-dione [prepared in Example 2] (4.06 g, 0.01014 mole) in methanol (40 mL) was added 14M aqueous ammonium hydroxide (1.5 mL, 0.021 mole). The mixture was stirred at ambient temperature for 41 hours. Water (40 mL) was added and stirring was continued for 10 minutes. The precipitate was collected by filtration, washed with methanol:water (1:1) (20 mL), and dried in vacuo to give 2.68 g (77.0% yield) of the title... The reactants are C(C)(C)(C)OC(=O)N1CC2=CC(=C(C=C2C1)Cl)OC (5-chloro-6-methoxy-1,3-dihydro-isoindole-2-carboxylic acid tert-butyl ester), {35Cl}M H+, Cl (HCl), {37Cl}M H+. Product: Cl.ClC=1C=C2CNCC2=CC1OC (5-Chloro-6-methoxy-2,3-dihydro-1H-isoindole hydrochloride). As a reaction SMILES: C(OC([N:8]1[CH2:16][C:15]2[C:10](=[CH:11][C:12]([O:18][CH3:19])=[C:13]([Cl:17])[CH:14]=2)[CH2:9]1)=O)(C)(C)C.Cl>>[ClH:17].[Cl:17][C:13]1[CH:14]=[C:15]2[C:10](=[CH:11][C:12]=1[O:18][CH3:19])[CH2:9][NH:8][CH2:16]2 |f:2.3|. Procedure details: Prepared in analogy to Example A3(e) from 5-chloro-6-methoxy-1,3-dihydro-isoindole-2-carboxylic acid tert-butyl ester and HCl. Off-white solid. MS (m/e): 186.1 ({37Cl}M+H+, 30%), 184.1 ({35Cl}M+H+, 100%). Starting materials: BrC1=CC2=C(CCNCC2)C=C1 (7-Bromo-2,3,4,5-tetrahydro-1H-benzo[d]azepine), C=O (formaldehyde). The solvent is C(=O)O (formic acid). Conditions: temperature 70 celsius, time 3.5 hour. The product is BrC1=CC2=C(CCN(CC2)C)C=C1 (7-bromo-3-methyl-2,3,4,5-tetrahydro-1H-benzo[d]azepine). RXN SMILES: [Br:1][C:2]1[CH:12]=[CH:11][C:5]2[CH2:6][CH2:7][NH:8][CH2:9][CH2:10][C:4]=2[CH:3]=1.[CH2:13]=O>C(O)=O>[Br:1][C:2]1[CH:12]=[CH:11][C:5]2[CH2:6][CH2:7][N:8]([CH3:13])[CH2:9][CH2:10][C:4]=2[CH:3]=1. Procedure: 2.43 g 7-Bromo-2,3,4,5-tetrahydro-1H-benzo[d]azepine are dissolved in 4.055 g of formic acid and 3.2 mL of formaldehyde solution was added. The mixture was stirred at 70° C. for 3.5 h and continued overnight at 25° C. The mixture was concentrated, diluted with water and 10 N NaOH to adjust to a basic pH. The mixture was then extracted with tertbutylmethylether (3×) and the organic phase dried (Na2SO4), filtered and concentrated to yield 2.48 g 7-bromo-3-methyl-2,3,4,5-tetrahydro-1H-benzo[d]azepi... Reaction SMILES: [F:1][C:2]1[C:7]([F:8])=[C:6]([O:9][CH2:10][CH3:11])[CH:5]=[CH:4][C:3]=1[OH:12].Br[CH2:14][CH:15]1[CH2:20][CH2:19][Si:18]([CH2:27][CH2:28][CH2:29][CH2:30][CH2:31][CH2:32][CH3:33])(C2C=CC=CC=2)[CH2:17][CH2:16]1>>[F:1][C:2]1[C:7]([F:8])=[C:6]([O:9][CH2:10][CH3:11])[CH:5]=[CH:4][C:3]=1[O:12][CH2:14][C@H:15]1[CH2:20][CH2:19][Si@H:18]([CH2:27][CH2:28][CH2:29][CH2:30][CH2:31][CH2:32][CH3:33])[CH2:17][CH2:16]1. Starting materials: FC1=C(C=CC(=C1F)OCC)O (2,3-difluoro-4-ethoxyphenol), BrCC1CC[Si](CC1)(C1=CC=CC=C1)CCCCCCC (4-bromomethyl-1-n-heptyl-1-phenyl-1-silacyclohexane). Product: FC1=C(C=CC(=C1F)OCC)OC[C@@H]1CC[Si@H](CC1)CCCCCCC (trans-4-(2,3-difluoro-4-ethoxyphenyloxymethyl)-1-n-heptyl-1-silacyclohexane). Procedure: The general procedure of Example 9 was repeated using 2,3-difluoro-4-ethoxyphenol and 4-bromomethyl-1-n-heptyl-1-phenyl-1-silacyclohexane, thereby obtaining the intended compound.